From a dataset of the Open Reaction Database (ORD), a public repository of structured organic reaction records. describe an organic reaction: reactants, conditions, products, and yield Reactants: C(C1=CC=CC=C1)(=O)OC1=C(C=C(C=C1)OC1COC(OC1)C1=CC=CC=C1)OC(C)C (2-isopropoxy-4-[(2-phenyl-1,3-dioxan-5-yl)oxy]phenyl benzoate). The reagents and catalysts are [Pd] (palladium on carbon). The solvent is CCOC(=O)C (EtOAc). Run at temperature 25 celsius, time 4 day. Yields the product C(C1=CC=CC=C1)(=O)OC1=C(C=C(C=C1)OC(CO)CO)OC(C)C (4-[2-hydroxy-1-(hydroxymethyl)ethoxy]-2-isopropoxyphenyl benzoate). RXN SMILES: [C:1]([O:9][C:10]1[CH:15]=[CH:14][C:13]([O:16][CH:17]2[CH2:22][O:21]C(C3C=CC=CC=3)[O:19][CH2:18]2)=[CH:12][C:11]=1[O:29][CH:30]([CH3:32])[CH3:31])(=[O:8])[C:2]1[CH:7]=[CH:6][CH:5]=[CH:4][CH:3]=1>[Pd].CCOC(C)=O>[C:1]([O:9][C:10]1[CH:15]=[CH:14][C:13]([O:16][CH:17]([CH2:18][OH:19])[CH2:22][OH:21])=[CH:12][C:11]=1[O:29][CH:30]([CH3:32])[CH3:31])(=[O:8])[C:2]1[CH:3]=[CH:4][CH:5]=[CH:6][CH:7]=1. Procedure: A suspension of 10% palladium on carbon (38.9 mg, 0.037 mmol) in a solution of 2-isopropoxy-4-[(2-phenyl-1,3-dioxan-5-yl)oxy]phenyl benzoate (158.7 mg, 0.365 mmol) in EtOAc (3.65 mL) was stirred under H2 (double balloon pressure) at 25° C. for 4 days. The reaction mixture was filtered through a plug of Celite and the filtrate was concentrated in vacuo to afford the crude product. This was purified by flash chromatography (Biotage Horizon, 25M, Si, ˜20 mL/min, 100% hexanes for 144 mL, gradient to... The reactants are ClC1=C(C(=O)O)C=C(C=C1)S(=O)(=O)Cl (2-Chloro-5-chlorosulfonylbenzoic acid), C(C1=CC=CC=C1)OC1CNCCC1 (3-benzyloxypiperidine). Yields the product ClC1=C(C(=O)O)C=C(C=C1)S(=O)(=O)N1CC(CCC1)OCC1=CC=CC=C1 (2-Chloro-5-(3-benzyloxypiperidinosulfonyl)benzoic Acid). Reaction SMILES: [Cl:1][C:2]1[CH:10]=[CH:9][C:8]([S:11](Cl)(=[O:13])=[O:12])=[CH:7][C:3]=1[C:4]([OH:6])=[O:5].[CH2:15]([O:22][CH:23]1[CH2:28][CH2:27][CH2:26][NH:25][CH2:24]1)[C:16]1[CH:21]=[CH:20][CH:19]=[CH:18][CH:17]=1>>[Cl:1][C:2]1[CH:10]=[CH:9][C:8]([S:11]([N:25]2[CH2:26][CH2:27][CH2:28][CH:23]([O:22][CH2:15][C:16]3[CH:21]=[CH:20][CH:19]=[CH:18][CH:17]=3)[CH2:24]2)(=[O:13])=[O:12])=[CH:7][C:3]=1[C:4]([OH:6])=[O:5]. Procedure: 2-Chloro-5-chlorosulfonylbenzoic acid is reacted with 3-benzyloxypiperidine by the method of Example 1. Recrystallization from ether-hexane yields the product, m.p. 173°-174° C. Starting materials: BrCCOCCCC (1-bromo-2-butoxyethane), OC1=CC=C(C=C1)C1=CC=C(C=C1)O (4,4'-dihydroxybiphenyl), C([O-])([O-])=O.[K+].[K+] (potassium carbonate). The solvent is C(C)#N (acetonitrile). Yields the product C(CCC)OCCOC1=CC=C(C=C1)C1=CC=C(C=C1)O (4-(2-butoxyethoxy)-4'-hydroxybiphenyl). Yield: 15.9%. RXN SMILES: Br[CH2:2][CH2:3][O:4][CH2:5][CH2:6][CH2:7][CH3:8].[OH:9][C:10]1[CH:15]=[CH:14][C:13]([C:16]2[CH:21]=[CH:20][C:19]([OH:22])=[CH:18][CH:17]=2)=[CH:12][CH:11]=1.C(=O)([O-])[O-].[K+].[K+]>C(#N)C>[CH2:5]([O:4][CH2:3][CH2:2][O:9][C:10]1[CH:11]=[CH:12][C:13]([C:16]2[CH:21]=[CH:20][C:19]([OH:22])=[CH:18][CH:17]=2)=[CH:14][CH:15]=1)[CH2:6][CH2:7][CH3:8] |f:2.3.4|. Procedure: One gram (5.5 millimoles) of 1-bromo-2-butoxyethane was combined with 5.5 grams (30 millimoles) of 4,4'-dihydroxybiphenyl in 75 mls. of acetonitrile. To the reaction mixture were added 8.3 grams (60 millimoles) of finely ground potassium carbonate. Stirring was begun and the reaction mixture was brought to reflux and maintained for 48 hours. The reaction product was filtered, washed with acetonitrile and evaporated for removal of solvent. The product was passed through a silica gel chromatograph... Reactants: C(C1=CC=CC=C1)C1=NOC(=C1)C12CCCN2CCC1 (7a-(3-Benzyl-5-isoxazolyl)-hexahydro-1H-pyrrolizine), Cl (HCl). Solvent: CCOCC (Et2O), CCOCC (Et2O). The product is Cl.C(C1=CC=CC=C1)C1=NOC(=C1)C12CCCN2CCC1 (7a-(3-benzyl-5-isoxazolyl)-hexahydro-1H-pyrrolizine hydrochloride salt). RXN SMILES: [CH2:1]([C:8]1[CH:12]=[C:11]([C:13]23[CH2:20][CH2:19][CH2:18][N:17]2[CH2:16][CH2:15][CH2:14]3)[O:10][N:9]=1)[C:2]1[CH:7]=[CH:6][CH:5]=[CH:4][CH:3]=1.[ClH:21]>CCOCC>[ClH:21].[CH2:1]([C:8]1[CH:12]=[C:11]([C:13]23[CH2:20][CH2:19][CH2:18][N:17]2[CH2:16][CH2:15][CH2:14]3)[O:10][N:9]=1)[C:2]1[CH:7]=[CH:6][CH:5]=[CH:4][CH:3]=1 |f:3.4|. Procedure: 7a-(3-Benzyl-5-isoxazolyl)-hexahydro-1H-pyrrolizine (407 mg, 1.52 mmol, from step 15c) was dissolved in Et2O, and Et2O saturated with HCl (g) was added. The solvent was removed, and the precipitate was recrystallized from MeOH and dried to afford the title compound as white needles: mp 126°-127° C.; 1H NMR D2O, 300 MHz) δ2.17-2.36 (m, 6H), 2.53-2.62 (m, 2H), 3.28-3.36 (m, 2H), 3.67-3.75 (m, 2H), 4.08 (s, 2H), 6.57 (s, 1H), 7.34-7.45 (m, 5H); MS (CI/NH3) m/z: 269 (M+H)+; Anal. Calcd for C17H20N2O... The reactants are CC(C)(C)OC(=O)C(CCN)C(=O)O, C1CCOC1, CI, [H-], [Na+]. Product: CNCCC(C(=O)O)C(=O)OC(C)(C)C. RXN SMILES: [C:1](=[O:2])([O:3][C:4]([CH3:5])([CH3:6])[CH3:7])[CH:8]([C:9](=[O:10])[OH:11])[CH2:12][CH2:13][NH2:14].[CH2:19]1[O:20][CH2:21][CH2:22][CH2:23]1.[CH3:15][I:16].[H-:17].[Na+:18]>>[C:1](=[O:2])([O:3][C:4]([CH3:5])([CH3:6])[CH3:7])[CH:8]([C:9](=[O:10])[OH:11])[CH2:12][CH2:13][NH:14][CH3:15]. Reactants: ClC=1C=C(C(=O)NC\C=C\C2=CC=CC=C2)C=CC1 ((E)-3-chloro-N-cinnamylbenzamide), O1C=C(C=C1)C(=O)O (3-furancarboxylic acid), C(\C=C\C1=CC=CC=C1)N ((E)-cinnamylamine). Product: C(\C=C\C1=CC=CC=C1)NC(=O)C1=COC=C1 ((E)-N-cinnamyl-3-furancarboxamide). As a reaction SMILES: Cl[C:2]1[CH:3]=[C:4]([CH:17]=CC=1)[C:5]([NH:7][CH2:8]/[CH:9]=[CH:10]/[C:11]1[CH:16]=[CH:15][CH:14]=[CH:13][CH:12]=1)=[O:6].[O:20]1C=CC(C(O)=O)=C1.C(N)/C=C/C1C=CC=CC=1>>[CH2:8]([NH:7][C:5]([C:4]1[CH:3]=[CH:2][O:20][CH:17]=1)=[O:6])/[CH:9]=[CH:10]/[C:11]1[CH:16]=[CH:15][CH:14]=[CH:13][CH:12]=1. Procedure details: (E)-N-Cinnamyl-3-furancarboxamide may be obtained in the following manner: working as in Example 21 for the preparation of (E)-3-chloro-N-cinnamylbenzamide, but starting with 3-furancarboxylic acid (4 g) and (E)-cinnamylamine (4 g), and after recrystallization in isopropyl ether, (E)-N-cinnamyl-3-furancarboxamide (3.9 g), m.p. 115° C. is obtained. The reactants are COC1=C(C(=CC=C1)OC)B(O)O (2,6-dimethoxyphenylboronic acid), CC(CC(C)(C)C)(C)NS(=O)(=O)C=1C=NC(=CC1)Cl (6-Chloro-pyridine-3-sulfonic acid (1,1,3,3-tetramethyl-butyl)-amide), C([O-])([O-])=O.[K+].[K+] (potassium carbonate). The reagents and catalysts are [Pd].C1(=CC=CC=C1)P(C1=CC=CC=C1)C1=CC=CC=C1.C1(=CC=CC=C1)P(C1=CC=CC=C1)C1=CC=CC=C1.C1(=CC=CC=C1)P(C1=CC=CC=C1)C1=CC=CC=C1.C1(=CC=CC=C1)P(C1=CC=CC=C1)C1=CC=CC=C1 (tetrakis(triphenylphosphine) palladium). Solvent: C1(=CC=CC=C1)C (toluol), C(C)O (ethanol). Conditions: temperature 90 celsius. The product is CC(CC(C)(C)C)(C)NS(=O)(=O)C=1C=NC(=CC1)C1=C(C=CC=C1OC)OC (6-(2,6-Dimethoxy-phenyl)-pyridine-3-sulfonic acid (1,1,3,3-tetramethyl-butyl)-amide). RXN SMILES: [CH3:1][O:2][C:3]1[CH:8]=[CH:7][CH:6]=[C:5]([O:9][CH3:10])[C:4]=1B(O)O.[CH3:14][C:15]([NH:22][S:23]([C:26]1[CH:27]=[N:28][C:29](Cl)=[CH:30][CH:31]=1)(=[O:25])=[O:24])([CH3:21])[CH2:16][C:17]([CH3:20])([CH3:19])[CH3:18].C(=O)([O-])[O-].[K+].[K+]>C1(C)C=CC=CC=1.C(O)C.[Pd].C1(P(C2C=CC=CC=2)C2C=CC=CC=2)C=CC=CC=1.C1(P(C2C=CC=CC=2)C2C=CC=CC=2)C=CC=CC=1.C1(P(C2C=CC=CC=2)C2C=CC=CC=2)C=CC=CC=1.C1(P(C2C=CC=CC=2)C2C=CC=CC=2)C=CC=CC=1>[CH3:21][C:15]([NH:22][S:23]([C:26]1[CH:27]=[N:28][C:29]([C:4]2[C:3]([O:2][CH3:1])=[CH:8][CH:7]=[CH:6][C:5]=2[O:9][CH3:10])=[CH:30][CH:31]=1)(=[O:25])=[O:24])([CH3:14])[CH2:16][C:17]([CH3:18])([CH3:19])[CH3:20] |f:2.3.4,7.8.9.10.11|. Procedure: 2,6-dimethoxyphenylboronic acid (1.0 g, 5.5 mmol), 6-Chloro-pyridine-3-sulfonic acid (1,1,3,3-tetramethyl-butyl)-amide (555 mg, 1.8 mmol) and potassium carbonate (1.0 g, 7.3 mmol) were added to a degassed solution of tetrakis(triphenylphosphine) palladium (404 mg, 0.35 mmol) in toluol (12 ml) and ethanol (6 ml) and heated in a microwave reactor for 90 minutes at 90° C. The mixture was evaporated to dryness, suspended in 50 methanol and filtered off. The filtrate was evaporated to dryness and the... The reactants are O1CCOC2=C1C=CC(=C2)C=2C1=C(N(C(C2C(=O)O)=O)CC2=CC3=C(C=C2)OCO3)C3=C(O1)C=CC=C3 (4-(1,4-benzodioxan-6-yl)-1,2-dihydro-1-(3,4-methylenedioxybenzyl)-2-oxobenzofuro-[3,2-b]pyridine-3-carboxylic acid), CN(C)C1=NC=CC=C1 (dimethylaminopyridine), S(=O)(Cl)Cl (thionyl chloride), C1(=CC=CC=C1)S(=O)(=O)N (phenylsulfonamide). The solvent is N1=CC=CC=C1 (pyridine). Run at time 10 hour. Yields the product O1CCOC2=C1C=CC(=C2)C=2C1=C(N(C(C2C(=O)NS(=O)(=O)C2=CC=CC=C2)=O)CC2=CC3=C(C=C2)OCO3)C3=C(O1)C=CC=C3 (4-(1,4-benzodioxan-6-yl)-1,2-dihydro-1-(3,4-methylenedioxybenzyl)-2-oxo-3-(phenylsulfonamidocarbonyl)benzofuro[3,2-b]pyridine). Reaction SMILES: [O:1]1[C:6]2[CH:7]=[CH:8][C:9]([C:11]3[C:12]4[O:33][C:32]5[CH:34]=[CH:35][CH:36]=[CH:37][C:31]=5[C:13]=4[N:14]([CH2:21][C:22]4[CH:27]=[CH:26][C:25]5[O:28][CH2:29][O:30][C:24]=5[CH:23]=4)[C:15](=[O:20])[C:16]=3[C:17](O)=[O:18])=[CH:10][C:5]=2[O:4][CH2:3][CH2:2]1.CN(C1C=CC=CN=1)C.S(Cl)(Cl)=O.[C:51]1([S:57]([NH2:60])(=[O:59])=[O:58])[CH:56]=[CH:55][CH:54]=[CH:53][CH:52]=1>N1C=CC=CC=1>[O:1]1[C:6]2[CH:7]=[CH:8][C:9]([C:11]3[C:12]4[O:33][C:32]5[CH:34]=[CH:35][CH:36]=[CH:37][C:31]=5[C:13]=4[N:14]([CH2:21][C:22]4[CH:27]=[CH:26][C:25]5[O:28][CH2:29][O:30][C:24]=5[CH:23]=4)[C:15](=[O:20])[C:16]=3[C:17]([NH:60][S:57]([C:51]3[CH:56]=[CH:55][CH:54]=[CH:53][CH:52]=3)(=[O:59])=[O:58])=[O:18])=[CH:10][C:5]=2[O:4][CH2:3][CH2:2]1. Reported procedure: A solution of 4.85 g of 4-(1,4-benzodioxan-6-yl)-1,2-dihydro-1-(3,4-methylenedioxybenzyl)-2-oxobenzofuro-[3,2-b]pyridine-3-carboxylic acid and 0.2 g of dimethylaminopyridine in 50 ml of pyridine is treated with 5 ml of thionyl chloride and 1.57 g of phenylsulfonamide. The mixture is stirred for 10 hours and worked up in the customary manner, and 4-(1,4-benzodioxan-6-yl)-1,2-dihydro-1-(3,4-methylenedioxybenzyl)-2-oxo-3-(phenylsulfonamidocarbonyl)benzofuro[3,2-b]pyridine is obtained. The reactants are NC1=NC=C(C(=N1)N[C@@H](C)C1=NC2=CC=CC(=C2C(N1C1=CC=CC=C1)=O)Cl)C#N ((S)-2-amino-4-((1-(5-chloro-4-oxo-3-phenyl-3,4-dihydroquinazolin-2-yl)ethyl)amino)pyrimidine-5-carbonitrile), CC1=NC=C(C=N1)B1OC(C(O1)(C)C)(C)C (2-methyl-5-(4,4,5,5-tetramethyl-1,3,2-dioxaborolan-2-yl)pyrimidine), C(=O)([O-])[O-].[Na+].[Na+] (Na2CO3), CC(C)OC1=C(C(=CC=C1)OC(C)C)C2=CC=CC=C2P(C3CCCCC3)C4CCCCC4 (RuPhos). The reagents and catalysts are CC(=O)[O-].CC(=O)[O-].[Pd+2] (Pd(OAc)2). The solvent is O (water), O1CCOCC1 (1,4-dioxane). Reaction conditions: temperature 120 celsius, time 1 hour. Yields the product NC1=NC=C(C(=N1)N[C@@H](C)C1=NC2=CC=CC(=C2C(N1C1=CC=CC=C1)=O)C=1C=NC(=NC1)C)C#N ((S)-2-amino-4-((1-(5-(2-methylpyrimidin-5-yl)-4-oxo-3-phenyl-3,4-dihydroquinazolin-2-yl)ethyl)amino)pyrimidine-5-carbonitrile). As a reaction SMILES: [NH2:1][C:2]1[N:7]=[C:6]([NH:8][C@H:9]([C:11]2[N:20]([C:21]3[CH:26]=[CH:25][CH:24]=[CH:23][CH:22]=3)[C:19](=[O:27])[C:18]3[C:13](=[CH:14][CH:15]=[CH:16][C:17]=3Cl)[N:12]=2)[CH3:10])[C:5]([C:29]#[N:30])=[CH:4][N:3]=1.[CH3:31][C:32]1[N:37]=[CH:36][C:35](B2OC(C)(C)C(C)(C)O2)=[CH:34][N:33]=1.C([O-])([O-])=O.[Na+].[Na+].CC(OC1C=CC=C(OC(C)C)C=1C1C(P(C2CCCCC2)C2CCCCC2)=CC=CC=1)C>CC([O-])=O.CC([O-])=O.[Pd+2].O.O1CCOCC1>[NH2:1][C:2]1[N:7]=[C:6]([NH:8][C@H:9]([C:11]2[N:20]([C:21]3[CH:26]=[CH:25][CH:24]=[CH:23][CH:22]=3)[C:19](=[O:27])[C:18]3[C:13](=[CH:14][CH:15]=[CH:16][C:17]=3[C:35]3[CH:34]=[N:33][C:32]([CH3:31])=[N:37][CH:36]=3)[N:12]=2)[CH3:10])[C:5]([C:29]#[N:30])=[CH:4][N:3]=1 |f:2.3.4,6.7.8|. Reported procedure: To a mixture of (S)-2-amino-4-((1-(5-chloro-4-oxo-3-phenyl-3,4-dihydroquinazolin-2-yl)ethyl)amino)pyrimidine-5-carbonitrile 59 (50 mg, 0.12 mmol) and 2-methyl-5-(4,4,5,5-tetramethyl-1,3,2-dioxaborolan-2-yl)pyrimidine (40 mg, 0.18 mmol) in a 4:1 mixture of 1,4-dioxane and water (4 mL) in a sealed tube, Na2CO3 (38 mg, 0.36 mmol), RuPhos (28 mg, 0.06 mmol) and Pd(OAc)2 (6.8 mg, 0.03 mmol) were added. The mixture was degassed and back-filled with argon (three cycles) and then stirred at 120° C. for ... Reactants: Clc1ccccc1, Cn1cc(C(=O)O)c(C(F)F)n1, O=S(Cl)Cl. Yields the product Cn1cc(C(=O)Cl)c(C(F)F)n1. As a reaction SMILES: [Cl:17][c:18]1[cH:19][cH:20][cH:21][cH:22][cH:23]1.[F:5][CH:6]([c:7]1[n:8][n:9]([CH3:15])[cH:10][c:11]1[C:12](=[O:13])[OH:14])[F:16].[S:1]([Cl:2])([Cl:3])=[O:4]>>[Cl:3][C:12]([c:11]1[c:7]([CH:6]([F:5])[F:16])[n:8][n:9]([CH3:15])[cH:10]1)=[O:13].